This data is from the Open Reaction Database (ORD), a public repository of structured organic reaction records. The task is: describe an organic reaction: reactants, conditions, products, and yield The product is COC(=O)c1ccc(Cl)c(N=Cc2cccc(Br)c2)c1. The reactants are O=Cc1cccc(Br)c1, COC(=O)c1ccc(Cl)c(N)c1, Cc1ccccc1, Cc1ccc(S(=O)(=O)O)cc1. RXN SMILES: [Br:13][c:14]1[cH:15][c:16]([CH:17]=[O:18])[cH:19][cH:20][cH:21]1.[CH3:1][O:2][C:3]([c:4]1[cH:5][c:6]([NH2:11])[c:7]([Cl:10])[cH:8][cH:9]1)=[O:12].[CH3:33][c:34]1[cH:35][cH:36][cH:37][cH:38][cH:39]1.[c:22]1([CH3:23])[cH:24][cH:25][c:26]([S:27]([OH:28])(=[O:29])=[O:30])[cH:31][cH:32]1>>[CH3:1][O:2][C:3]([c:4]1[cH:5][c:6]([N:11]=[CH:17][c:16]2[cH:15][c:14]([Br:13])[cH:21][cH:20][cH:19]2)[c:7]([Cl:10])[cH:8][cH:9]1)=[O:12]. Starting materials: atmosphere, C(CCC)[Li] (n-butyllithium), I\C=C\C(CCCCC)OC(C1=CC=CC=C1)(C1=CC=CC=C1)CC1=CC=C(C=C1)OC (1-iodo-3-(p-anisyldiphenylmethoxy)-trans-1-octene), C1(=CC=CC=C1)C (toluene). Run in CCCCCC (hexane). Reaction conditions: temperature -40 celsius. Product: hydrocarbon, C(C1=CC=C(C=C1)OC)C(OC(/C=C/[Li])CCCCC)(C1=CC=CC=C1)C1=CC=CC=C1 (3-(p-anisyldiphenylmethoxy)-trans-1-octenyllithium). As a reaction SMILES: I/[CH:2]=[CH:3]/[CH:4]([O:10][C:11]([CH2:24][C:25]1[CH:30]=[CH:29][C:28]([O:31][CH3:32])=[CH:27][CH:26]=1)([C:18]1[CH:23]=[CH:22][CH:21]=[CH:20][CH:19]=1)[C:12]1[CH:17]=[CH:16][CH:15]=[CH:14][CH:13]=1)[CH2:5][CH2:6][CH2:7][CH2:8][CH3:9].C1(C)C=CC=CC=1.C([Li:44])CCC>CCCCCC>[CH2:24]([C:11]([C:18]1[CH:23]=[CH:22][CH:21]=[CH:20][CH:19]=1)([C:12]1[CH:17]=[CH:16][CH:15]=[CH:14][CH:13]=1)[O:10][CH:4]([CH2:5][CH2:6][CH2:7][CH2:8][CH3:9])/[CH:3]=[CH:2]/[Li:44])[C:25]1[CH:30]=[CH:29][C:28]([O:31][CH3:32])=[CH:27][CH:26]=1. Reported procedure: To a solution of 5.26 g. of 1-iodo-3-(p-anisyldiphenylmethoxy)-trans-1-octene (Example 956) in 10 ml. of toluene, cooled to -78° C., is added under an inert atmosphere 1 molar equivalent of n-butyllithium dissolved in hexane. The reaction mixture is allowed to warm to -40° C. and is maintained at that temperature for 1 hour to yield a hydrocarbon solution of 3-(p-anisyldiphenylmethoxy)-trans-1-octenyllithium. Run at temperature 84 celsius, time 2.5 hour. Product: C(C)NC1=C2NC=NC2=NC(=N1)Cl (6-ethylamino-2-chloropurine). Procedure details: To a suspension of 2,6-dichloropurine (2 g, 10.6 mmol) in n-butanol (3 ml), is added ethylamine (2M in THF)(15 ml). The solution is stirred at 84° C. for 2.5 hours and then cooled to ambient and stirred for a further 2 hours. The resulting precipitate is isolated by filtration, washed with n-butanol, methanol and ethyl acetate. The solid is dried at 70° C., under vacuum, for 16 hours to give 6-ethylamino-2-chloropurine; ES+ (M+1)197.5,198.2; mp 237-239° C. Reaction SMILES: [Cl:1][C:2]1[N:10]=[C:9]2[C:5]([NH:6][CH:7]=[N:8]2)=[C:4](Cl)[N:3]=1.[CH2:12]([NH2:14])[CH3:13]>C(O)CCC>[CH2:12]([NH:14][C:4]1[N:3]=[C:2]([Cl:1])[N:10]=[C:9]2[C:5]=1[NH:6][CH:7]=[N:8]2)[CH3:13]. Solvent: C(CCC)O (n-butanol). The reactants are ClC1=NC(=C2NC=NC2=N1)Cl (2,6-dichloropurine), C(C)N (ethylamine). The reactants are ClC=1C=C(C=CC1Cl)[C@@H]1OCCN(C1)C([C@@H](C1=CC=CC=C1)OC)=O ((R)-1-((S)-2-(3,4-dichlorophenyl)-morpholino)-2-methoxy-2-phenylethanone), [Li+].[B-](CC)(CC)CC (Super-hydride), [NH4+].[OH-] (NH4OH), Cl (HCl). Solvent: C1CCOC1 (THF), C1CCOC1 (THF). Conditions: temperature 0 celsius, time 30 minute. Yields the product ClC=1C=C(C=CC1Cl)[C@H]1CNCCO1 ((S)-2-(3,4-dichlorophenyl)morpholine). As a reaction SMILES: [Cl:1][C:2]1[CH:3]=[C:4]([C@H:9]2[CH2:14][N:13](C(=O)[C@H](OC)C3C=CC=CC=3)[CH2:12][CH2:11][O:10]2)[CH:5]=[CH:6][C:7]=1[Cl:8].[Li+].[B-](CC)(CC)CC.Cl.[NH4+].[OH-]>C1COCC1>[Cl:1][C:2]1[CH:3]=[C:4]([C@@H:9]2[O:10][CH2:11][CH2:12][NH:13][CH2:14]2)[CH:5]=[CH:6][C:7]=1[Cl:8] |f:1.2,4.5,^1:26|. Procedure details: Synthesized according to General Procedure 35. To a stirring solution of (R)-1-((S)-2-(3,4-dichlorophenyl)-morpholino)-2-methoxy-2-phenylethanone (620 mg, 1.63 mmol) and THF (9 mL), under N2, at 0° C., was added a solution of Super-hydride in THF (1.0 M, 10.3 mL, 10.3 mmol) dropwise over 10 minutes. The solution was stirred at 0° C. for 30 minutes. The solution was poured into 1M aqueous HCl solution (20 mL). The solution was then basified with NH4OH and extracted with CH2Cl 2 (3×50 mL). Purifie... Product: CC=1C(=CC2=C(N3C(=N2)S(C(C3)C3=NC=CC=C3)=O)C1)C (2,3-Dihydro-6,7-dimethyl-2-(2-pyridyl)thiazolo[3,2-a]benzimidazole-1-oxide), hydrate. Procedure details: In a manner analogous to Example 10 2,3-Dihydro-6,7-dimethyl-2-(2-pyridyl)thiazolo- [3,2-a]benzimidazole (2.63 g) was reacted with m-chloroperoxybenzoic acid (1.45 g) to give the title compound as the 1/4 hydrate, mp 177°-8° C. decomp. Reaction SMILES: [CH3:1][C:2]1[C:3]([CH3:20])=[CH:4][C:5]2[N:9]=[C:8]3[S:10][CH:11]([C:13]4[CH:18]=[CH:17][CH:16]=[CH:15][N:14]=4)[CH2:12][N:7]3[C:6]=2[CH:19]=1.ClC1C=C(C=CC=1)C(OO)=[O:26]>>[CH3:1][C:2]1[C:3]([CH3:20])=[CH:4][C:5]2[N:9]=[C:8]3[S:10](=[O:26])[CH:11]([C:13]4[CH:18]=[CH:17][CH:16]=[CH:15][N:14]=4)[CH2:12][N:7]3[C:6]=2[CH:19]=1. The reactants are CC=1C(=CC2=C(N3C(=N2)SC(C3)C3=NC=CC=C3)C1)C (2,3-Dihydro-6,7-dimethyl-2-(2-pyridyl)thiazolo- [3,2-a]benzimidazole), ClC=1C=C(C(=O)OO)C=CC1 (m-chloroperoxybenzoic acid).